describe an organic reaction: reactants, conditions, products, and yield From a dataset of the Open Reaction Database (ORD), a public repository of structured organic reaction records. Run at temperature 0 celsius, time 3 day. Yields the product COC=1C=C(C=CC1OC)C(C(CCC)CCC)=O (3′,4′-dimethoxy-2-propylvalerophenone), monoalkylated product. Yield: 8.0%. Starting materials: ICCC (1-iodopropane), C(C)(C)[N-]C(C)C.[Li+] (lithium diisopropylamide), COC=1C=C(C=CC1OC)C(CCCC)=O (3′,4′-Dimethoxyvalerophenone), COC=1C=C(C=CC1OC)C(CCCC)=O (3′,4′-Dimethoxyvalerophenone), C([O-])(O)=O.[Na+] (sodium bicarbonate). Run in C(C)(=O)OCC.CCCCCC (ethyl acetate hexane), C(C)(=O)OCC (ethyl acetate), O (water). Reaction SMILES: [CH3:1][O:2][C:3]1[CH:4]=[C:5]([C:11](=[O:16])[CH2:12][CH2:13][CH2:14][CH3:15])[CH:6]=[CH:7][C:8]=1[O:9][CH3:10].[CH:17]([N-]C(C)C)([CH3:19])[CH3:18].[Li+].ICCC.C(=O)(O)[O-].[Na+]>C(OCC)(=O)C.O.C(OCC)(=O)C.CCCCCC>[CH3:1][O:2][C:3]1[CH:4]=[C:5]([C:11](=[O:16])[CH:12]([CH2:18][CH2:17][CH3:19])[CH2:13][CH2:14][CH3:15])[CH:6]=[CH:7][C:8]=1[O:9][CH3:10] |f:1.2,4.5,8.9|. Procedure details: 3′,4′-Dimethoxyvalerophenone. 3′,4′-Dimethoxyvalerophenone (9.91 grams, 55 mmol) was added over 20 minutes to a cooled (0° C.) stirred solution of lithium diisopropylamide (28.9 milliliters, 2M, 57.8 mmol). After an additional 5 minutes the solution was cooled to −78° C. and 1-iodopropane (10.73 milliliters, 110 mmol) was rapidly added. The solution was allowed to slowly warm to room temperature and stirring was continued for 3 days. Reaction progress was monitored by TLC (30%, ethyl acetate/hex... The reactants are OCCCC#CC1=CC=C(C=C1)NC(=O)C=1C=C(C=CC1)S(=O)(=O)C=1C=C2C(=C(C=NC2=C(C1)C)C(=O)N)NC1=CC(=CC=C1)OC (6-[[3-[[4-(5-Hydroxypent-1-yn-1-yl)phenyl]carbamoyl]phenyl]sulfonyl]-4-[(3-methoxyphenyl)amino]-8-methylquinoline-3-carboxamide). The reagents and catalysts are [OH-].[OH-].[Pd+2] (Pd(OH)2). The solvent is CO.C1CCOC1 (MeOH THF). Conditions: time 5 hour. Yields the product OCCCCCC1=CC=C(C=C1)NC(=O)C=1C=C(C=CC1)S(=O)(=O)C=1C=C2C(=C(C=NC2=C(C1)C)C(=O)N)NC1=CC(=CC=C1)OC (6-[[3-[[4-(5-Hydroxypentyl)phenyl]carbamoyl]phenyl]sulfonyl]-4-((3-methoxyphenyl)amino]-8-methylquinoline-3-carboxamide). Isolated yield 104.8%. Reaction SMILES: [OH:1][CH2:2][CH2:3][CH2:4][C:5]#[C:6][C:7]1[CH:12]=[CH:11][C:10]([NH:13][C:14]([C:16]2[CH:17]=[C:18]([S:22]([C:25]3[CH:26]=[C:27]4[C:32](=[C:33]([CH3:35])[CH:34]=3)[N:31]=[CH:30][C:29]([C:36]([NH2:38])=[O:37])=[C:28]4[NH:39][C:40]3[CH:45]=[CH:44][CH:43]=[C:42]([O:46][CH3:47])[CH:41]=3)(=[O:24])=[O:23])[CH:19]=[CH:20][CH:21]=2)=[O:15])=[CH:9][CH:8]=1>CO.C1COCC1.[OH-].[OH-].[Pd+2]>[OH:1][CH2:2][CH2:3][CH2:4][CH2:5][CH2:6][C:7]1[CH:8]=[CH:9][C:10]([NH:13][C:14]([C:16]2[CH:17]=[C:18]([S:22]([C:25]3[CH:26]=[C:27]4[C:32](=[C:33]([CH3:35])[CH:34]=3)[N:31]=[CH:30][C:29]([C:36]([NH2:38])=[O:37])=[C:28]4[NH:39][C:40]3[CH:45]=[CH:44][CH:43]=[C:42]([O:46][CH3:47])[CH:41]=3)(=[O:23])=[O:24])[CH:19]=[CH:20][CH:21]=2)=[O:15])=[CH:11][CH:12]=1 |f:1.2,3.4.5|. Reported procedure: Pd(OH)2 (20% on activated carbon, 250 mg) was added to a solution of Intermediate 72 (250 mg, 0.38 mmol) in MeOH/THF (1:1) (10 mL). The solution was hydrogenated via balloon for 5 h. The Pd was filtered through a plug of celite. The filtrate was then concentrated in vacuo to afford the title compound as a yellow solid (260 mg). ES/MS calcd. for C36H37N4O6S+ 653.2. Found m/z=653.3 (M+H)+. Reaction conditions: temperature 110 celsius, time 69.5 hour. The reactants are saturated solution, N (ammonia), CN(CCC1=CC=C(C=C1)C(=O)OC)C1CCN(CC1)C(C1=CC=C(C=C1)N1N=CN=C1)=O (4-{N-methyl-N-[2-(4-methoxycarbonylphenyl)ethyl]amino}-1-[4-(1,2,4-triazol-1-yl)benzoyl]piperidine). Procedure details: 45 ml of a saturated solution of ammonia in methanol was added to 600 mg of 4-{N-methyl-N-[2-(4-methoxycarbonylphenyl)ethyl]amino}-1-[4-(1,2,4-triazol-1-yl)benzoyl]piperidine. The mixture was stirred at 110° C. for 69.5 hours in a sealed tube. The reaction mixture was cooled to room temperature and then subjected to distillation to remove the solvent. The residue was purified by a silica gel column chromatography (eluant: dichloromethane/methanol/ammonia water=200/20/1). The product was washed w... Yields the product CN(CCC1=CC=C(C=C1)C(N)=O)C1CCN(CC1)C(C1=CC=C(C=C1)N1N=CN=C1)=O (4-{N-methyl-N-[2-(4-carbamoylphenyl)ethyl]amino}-1-[4-(1,2,4-triazol-1-yl)benzoyl]piperidine). RXN SMILES: [NH3:1].[CH3:2][N:3]([CH:16]1[CH2:21][CH2:20][N:19]([C:22](=[O:34])[C:23]2[CH:28]=[CH:27][C:26]([N:29]3[CH:33]=[N:32][CH:31]=[N:30]3)=[CH:25][CH:24]=2)[CH2:18][CH2:17]1)[CH2:4][CH2:5][C:6]1[CH:11]=[CH:10][C:9]([C:12](OC)=[O:13])=[CH:8][CH:7]=1>CO>[CH3:2][N:3]([CH:16]1[CH2:21][CH2:20][N:19]([C:22](=[O:34])[C:23]2[CH:24]=[CH:25][C:26]([N:29]3[CH:33]=[N:32][CH:31]=[N:30]3)=[CH:27][CH:28]=2)[CH2:18][CH2:17]1)[CH2:4][CH2:5][C:6]1[CH:11]=[CH:10][C:9]([C:12](=[O:13])[NH2:1])=[CH:8][CH:7]=1. Run in CO (methanol).